From a dataset of the Open Reaction Database (ORD), a public repository of structured organic reaction records. describe an organic reaction: reactants, conditions, products, and yield Starting materials: OO (H2O2), FC1=CC=C(C=C1)C(=C)C=1C=NC(=NC1)N1CCN(CC1)C(=O)OC(C)(C)C (Tert-butyl 4-(5-(1-(4-fluorophenyl)vinyl)pyrimidin-2-yl)piperazine-1-carboxylate), B.C1CCOC1 (BH3.THF), [OH-].[Na+] (NaOH), Cl (HCl). Run in C1CCOC1 (THF), O (H2O), O (H2O), C1CCOC1 (THF). Reaction conditions: temperature 0 celsius, time 3 hour. The product is FC1=CC=C(C=C1)C(CO)C=1C=NC(=NC1)N1CCN(CC1)C(=O)OC(C)(C)C (tert-butyl 4-(5-(1-(4-fluorophenyl)-2-hydroxyethyl)pyrimidin-2-yl)piperazine-1-carboxylat). The yield is 23.9%. As a reaction SMILES: [F:1][C:2]1[CH:7]=[CH:6][C:5]([C:8]([C:10]2[CH:11]=[N:12][C:13]([N:16]3[CH2:21][CH2:20][N:19]([C:22]([O:24][C:25]([CH3:28])([CH3:27])[CH3:26])=[O:23])[CH2:18][CH2:17]3)=[N:14][CH:15]=2)=[CH2:9])=[CH:4][CH:3]=1.B.C1C[O:33]CC1.[OH-].[Na+].OO.Cl>C1COCC1.O>[F:1][C:2]1[CH:7]=[CH:6][C:5]([CH:8]([C:10]2[CH:11]=[N:12][C:13]([N:16]3[CH2:21][CH2:20][N:19]([C:22]([O:24][C:25]([CH3:28])([CH3:27])[CH3:26])=[O:23])[CH2:18][CH2:17]3)=[N:14][CH:15]=2)[CH2:9][OH:33])=[CH:4][CH:3]=1 |f:1.2,3.4|. Reported procedure: Tert-butyl 4-(5-(1-(4-fluorophenyl)vinyl)pyrimidin-2-yl)piperazine-1-carboxylate (1.2 g, 3.12 mmol) was dissolved in THF (30 mL) and then cooled to 0° C., followed by the addition of BH3.THF (6.24 mL, 6.24 mmol) dropwise. The mixture was stirred at RT for 3 h. To the mixture was added H2O in THF (10%, 8 mL), a solution of NaOH (1.25 g) in 30 mL H2O and H2O2 (35%, 18 g) sequentially at 0° C. The mixture was stirred at RT overnight. The mixture was acidified with 1 N HCl and extracted with EA (3×5... The reactants are N1=CC=C(C=C1)N (pyridin-4-ylamine), CSC(=CC#N)SC (3,3-Bis-methylsulfanyl-acrylonitrile), [H-].[Na+] (NaH), oil. Run in CN(C)C=O (DMF). Run at temperature 0 celsius, time 1 hour. The product is CSC(=CC#N)NC1=CC=NC=C1 (3-Methylsulfanyl-3-(pyridin-4-ylamino)-acrylonitrile). Isolated yield 90.3%. As a reaction SMILES: [N:1]1[CH:6]=[CH:5][C:4]([NH2:7])=[CH:3][CH:2]=1.[CH3:8][S:9][C:10](SC)=[CH:11][C:12]#[N:13].[H-].[Na+]>CN(C=O)C>[CH3:8][S:9][C:10]([NH:7][C:4]1[CH:5]=[CH:6][N:1]=[CH:2][CH:3]=1)=[CH:11][C:12]#[N:13] |f:2.3|. Procedure details: To a solution of pyridin-4-ylamine (1.0 g, 11.0 mmol) and 3,3-Bis-methylsulfanyl-acrylonitrile (2.05 g, 12.6 mmol) in DMF at room temperature, was added powdered 4 A molecular sieves. The mixture was stirred for 1 hr. Subsequently the mixture was cooled to 0° C., 60% NaH dispersion in oil (0.92 g, 23.0 mmol) was added portionwise over 1 hr. and it was stirred at 0° C. for an additional 2 hrs. The cold bath was removed and the mixture was stirred at room temperature for 20 hrs. DMF was removed in... Starting materials: CC(C)Br, CC(C)(C)C(=O)Oc1cc(Br)ccc1O, CN(C)C=O, O. Yields the product CC(C)Oc1ccc(Br)cc1OC(=O)C(C)(C)C. Reaction SMILES: [Br:16][CH:17]([CH3:18])[CH3:19].[Br:1][c:2]1[cH:3][cH:4][c:5]([OH:15])[c:6]([O:8][C:9]([C:10]([CH3:11])([CH3:12])[CH3:13])=[O:14])[cH:7]1.[CH3:21][N:22]([CH3:23])[CH:24]=[O:25].[OH2:20]>>[Br:1][c:2]1[cH:3][cH:4][c:5]([O:15][CH:17]([CH3:18])[CH3:19])[c:6]([O:8][C:9]([C:10]([CH3:11])([CH3:12])[CH3:13])=[O:14])[cH:7]1. The reactants are CCCCCC, ClC(Cl)Cl, CN1Cc2c(C(=O)O)ncn2-c2ccc(F)cc2C1=O, O=C=O. Yields the product CN1Cc2cncn2-c2ccc(F)cc2C1=O. As a reaction SMILES: [CH3:24][CH2:25][CH2:26][CH2:27][CH2:28][CH3:29].[CH:30]([Cl:31])([Cl:32])[Cl:33].[F:1][c:2]1[cH:3][cH:4][c:5]2[c:6]([cH:20]1)[C:7](=[O:19])[N:8]([CH3:18])[CH2:9][c:10]1[n:11]-2[cH:12][n:13][c:14]1[C:15]([OH:16])=[O:17].[O:21]=[C:22]=[O:23]>>[F:1][c:2]1[cH:3][cH:4][c:5]2[c:6]([cH:20]1)[C:7](=[O:19])[N:8]([CH3:18])[CH2:9][c:10]1[n:11]-2[cH:12][n:13][cH:14]1. Reactants: Cl.C(C)OC(CCN)=O (β-alanine ethyl ester hydrochloride), C(C)OC=1C=C(C=O)C=CC1OC (3-ethoxy-4-methoxybenzaldehyde), C(#N)[BH3-].[Na+] (sodium cyanoborohydride), C(#N)[BH3-].[Na+] (sodium cyanoborohydride). The solvent is C(C)O (ethanol). Run at time 24 hour. The product is C(C)OC(CCNCC1=CC(=C(C=C1)OC)OCC)=O (3-(3-Ethoxy-4-methoxy-benzylamino)-propionic acid ethyl ester). Yield: 39.1%. Reaction SMILES: Cl.[CH2:2]([O:4][C:5](=[O:9])[CH2:6][CH2:7][NH2:8])[CH3:3].[CH2:10]([O:12][C:13]1[CH:14]=[C:15]([CH:18]=[CH:19][C:20]=1[O:21][CH3:22])[CH:16]=O)[CH3:11].C([BH3-])#N.[Na+]>C(O)C>[CH2:2]([O:4][C:5](=[O:9])[CH2:6][CH2:7][NH:8][CH2:16][C:15]1[CH:18]=[CH:19][C:20]([O:21][CH3:22])=[C:13]([O:12][CH2:10][CH3:11])[CH:14]=1)[CH3:3] |f:0.1,3.4|. Procedure details: A mixture of β-alanine ethyl ester hydrochloride (1.6 g), 3-ethoxy-4-methoxybenzaldehyde (1.8 g), sodium cyanoborohydride (0.42 g) and powdered 3Å molecular seives (2.5 g) in ethanol (25 ml) was stirred at ambient temperature for 24 hours. A further aliquot of sodium cyanoborohydride (0.42 g) was added and stirring was continued for a further 24 hours. The reaction mixture was filtered and the filtrate was evaporated. The residue was treated with ethyl acetate (100 ml) and the solution was washe...